This data is from the Open Reaction Database (ORD), a public repository of structured organic reaction records. The task is: describe an organic reaction: reactants, conditions, products, and yield Reactants: CC(=O)O, CO, OCC1CCCNC1, O=CCCn1cc2ccc(NC(=O)Nc3ccc(Oc4ccccc4)cc3)cc2n1. The product is O=C(Nc1ccc(Oc2ccccc2)cc1)Nc1ccc2cn(CCCN3CCCC(CO)C3)nc2c1. Reaction SMILES: [C:31]([OH:32])(=[O:33])[CH3:34].[CH3:43][OH:44].[NH:35]1[CH2:36][CH:37]([CH2:41][OH:42])[CH2:38][CH2:39][CH2:40]1.[O:1]=[CH:2][CH2:3][CH2:4][n:5]1[n:6][c:7]2[cH:8][c:9]([NH:14][C:15](=[O:16])[NH:17][c:18]3[cH:19][cH:20][c:21]([O:24][c:25]4[cH:26][cH:27][cH:28][cH:29][cH:30]4)[cH:22][cH:23]3)[cH:10][cH:11][c:12]2[cH:13]1>>[CH2:2]([CH2:3][CH2:4][n:5]1[n:6][c:7]2[cH:8][c:9]([NH:14][C:15](=[O:16])[NH:17][c:18]3[cH:19][cH:20][c:21]([O:24][c:25]4[cH:26][cH:27][cH:28][cH:29][cH:30]4)[cH:22][cH:23]3)[cH:10][cH:11][c:12]2[cH:13]1)[N:35]1[CH2:36][CH:37]([CH2:41][OH:42])[CH2:38][CH2:39][CH2:40]1. Starting materials: COc1cc(Cl)sc1Br, C1CCOC1, [Li]CCCC, CCCCCC, CON(C)C(=O)c1ccc(C2CC2)cc1, [Cl-], [NH4+]. The product is COc1cc(Cl)sc1C(=O)c1ccc(C2CC2)cc1. Reaction SMILES: [Br:12][c:13]1[s:14][c:15]([Cl:20])[cH:16][c:17]1[O:18][CH3:19].[CH2:38]1[O:39][CH2:40][CH2:41][CH2:42]1.[CH2:7]([Li:8])[CH2:9][CH2:10][CH3:11].[CH3:1][CH2:2][CH2:3][CH2:4][CH2:5][CH3:6].[CH:21]1([c:24]2[cH:25][cH:26][c:27]([C:28](=[O:29])[N:30]([O:31][CH3:32])[CH3:33])[cH:34][cH:35]2)[CH2:22][CH2:23]1.[Cl-:36].[NH4+:37]>>[c:13]1([C:28]([c:27]2[cH:26][cH:25][c:24]([CH:21]3[CH2:22][CH2:23]3)[cH:35][cH:34]2)=[O:29])[s:14][c:15]([Cl:20])[cH:16][c:17]1[O:18][CH3:19]. Reactants: C(CC(=O)OC)(=O)OC (dimethyl malonate), [N+](=O)([O-])CC (nitroethane), ClC1=C(C=O)C(=CC=C1)Cl (2,6-dichlorobenzaldehyde). The product is ClC1=C(C(=CC=C1)Cl)C=C(C)[N+](=O)[O-] (1-(2,6-Dichlorophenyl)-2-nitropropylene), ClC1=C(C(=CC=C1)Cl)C1C(C(NC1C)=O)C(=O)OC (4-(2,6-dichlorophenyl)-3-methoxycarbonyl-5-methylpyrrolidin-2-one). RXN SMILES: [N+:1]([CH2:4][CH3:5])([O-:3])=[O:2].[Cl:6][C:7]1[CH:14]=[CH:13][CH:12]=[C:11]([Cl:15])[C:8]=1[CH:9]=O.[C:16]([O:23]C)(=O)[CH2:17][C:18]([O:20][CH3:21])=[O:19]>>[Cl:6][C:7]1[CH:14]=[CH:13][CH:12]=[C:11]([Cl:15])[C:8]=1[CH:9]=[C:4]([N+:1]([O-:3])=[O:2])[CH3:5].[Cl:6][C:7]1[CH:14]=[CH:13][CH:12]=[C:11]([Cl:15])[C:8]=1[CH:9]1[CH:4]([CH3:5])[NH:1][C:16](=[O:23])[CH:17]1[C:18]([O:20][CH3:21])=[O:19]. Reported procedure: 1-(2,6-Dichlorophenyl)-2-nitropropylene (m.p. 49°-50° C., b.p. 90°-102° C./0.33 mm. Hg.) is prepared from nitroethane and 2,6-dichlorobenzaldehyde by a similar process to that described in the second and third parts of Example 4. This compound is reacted with dimethyl malonate and the product hydrogenated by a similar process to that described in the fourth and fifth parts of Example 4, and the 4-(2,6-dichlorophenyl)-3-methoxycarbonyl-5-methylpyrrolidin-2-one thus obtained is separated into two ... Reactants: C(C)C1=C(OCCCCOC2=C(C=CC=C2)CCC(=O)OCC)C=C(C(=C1)C1=CC=C(C=C1)F)O (ethyl 3-(2-(4-(2-ethyl-4-(4-fluorophenyl)-5-hydroxyphenoxy)butyloxy)phenyl)propionate), [OH-].[Na+] (sodium hydroxide). Solvent: Cl (hydrochloric acid), C(C)O (ethanol). Conditions: time 16 hour. The product is C(C)C1=C(OCCCCOC2=C(C=CC=C2)CCC(=O)O)C=C(C(=C1)C1=CC=C(C=C1)F)O (3-(2-(4-(2-Ethyl-4-(4-fluorophenyl)-5-hydroxyphenoxy)butyloxy)phenyl)propionic acid). The yield is 72.0%. As a reaction SMILES: [CH2:1]([C:3]1[CH:27]=[C:26]([C:28]2[CH:33]=[CH:32][C:31]([F:34])=[CH:30][CH:29]=2)[C:25]([OH:35])=[CH:24][C:4]=1[O:5][CH2:6][CH2:7][CH2:8][CH2:9][O:10][C:11]1[CH:16]=[CH:15][CH:14]=[CH:13][C:12]=1[CH2:17][CH2:18][C:19]([O:21]CC)=[O:20])[CH3:2].[OH-].[Na+]>C(O)C.Cl>[CH2:1]([C:3]1[CH:27]=[C:26]([C:28]2[CH:33]=[CH:32][C:31]([F:34])=[CH:30][CH:29]=2)[C:25]([OH:35])=[CH:24][C:4]=1[O:5][CH2:6][CH2:7][CH2:8][CH2:9][O:10][C:11]1[CH:16]=[CH:15][CH:14]=[CH:13][C:12]=1[CH2:17][CH2:18][C:19]([OH:21])=[O:20])[CH3:2] |f:1.2|. Reported procedure: A solution of 375 mg of ethyl 3-(2-(4-(2-ethyl-4-(4-fluorophenyl)-5-hydroxyphenoxy)butyloxy)phenyl)propionate in 25 ml of ethanol was mixed with 5 ml of 5.0N sodium hydroxide and stirred 16 hours. The mixture was diluted with 1.0N hydrochloric acid and extracted with 3:1 dichloromethane/isopropanol. The organic phase was washed with saturated sodium chloride, dried over sodium sulfate, and evaporated in vacuo providing the desired title product in 72% yield. NMR. Starting materials: C1(=CC=C(C=C1)NCC=1C=C(OC1C)C(=O)O)C1=CC=CC=C1 (4-(Biphenyl-4-ylaminomethyl)-5-methyl-furan-2-carboxylic acid), CC1=C(C=CC=C1)S(=O)(=O)N (2-methyl-benzenesulphonamide). Product: C1(=CC=C(C=C1)NCC=1C=C(OC1C)C(=O)NS(=O)(=O)C1=C(C=CC=C1)C)C1=CC=CC=C1 (N-[4-(biphenyl-4-ylaminomethyl)-5-methyl-furan-2-carbonyl]-2-methyl-benzenesulphonamide). Reaction SMILES: [C:1]1([C:18]2[CH:23]=[CH:22][CH:21]=[CH:20][CH:19]=2)[CH:6]=[CH:5][C:4]([NH:7][CH2:8][C:9]2[CH:10]=[C:11]([C:15]([OH:17])=O)[O:12][C:13]=2[CH3:14])=[CH:3][CH:2]=1.[CH3:24][C:25]1[CH:30]=[CH:29][CH:28]=[CH:27][C:26]=1[S:31]([NH2:34])(=[O:33])=[O:32]>>[C:1]1([C:18]2[CH:23]=[CH:22][CH:21]=[CH:20][CH:19]=2)[CH:6]=[CH:5][C:4]([NH:7][CH2:8][C:9]2[CH:10]=[C:11]([C:15]([NH:34][S:31]([C:26]3[CH:27]=[CH:28][CH:29]=[CH:30][C:25]=3[CH3:24])(=[O:32])=[O:33])=[O:17])[O:12][C:13]=2[CH3:14])=[CH:3][CH:2]=1. Reported procedure: Compound (162) was prepared from compound (160) and 2-methyl-benzenesulphonamide by adapting the procedure of Example 38(f). LC/MS System D; Rt=10.39 mins, m/z (ES+)=461 (M+H for C26H24N2O4S).